Dataset: the Open Reaction Database (ORD), a public repository of structured organic reaction records. Task: describe an organic reaction: reactants, conditions, products, and yield Starting materials: O=C(O)C(F)(F)F, COc1ccc(COc2cc(C(=O)Nc3nc(-c4ccco4)c(C(=O)c4ccccn4)s3)ccn2)cc1. Product: O=C(Nc1nc(-c2ccco2)c(C(=O)c2ccccn2)s1)c1cc[nH]c(=O)c1. As a reaction SMILES: [OH:38][C:39]([C:40]([F:41])([F:42])[F:43])=[O:44].[o:1]1[c:2](-[c:6]2[n:7][c:8]([NH:19][C:20](=[O:21])[c:22]3[cH:23][c:24]([O:28][CH2:29][c:30]4[cH:31][cH:32][c:33]([O:34][CH3:35])[cH:36][cH:37]4)[n:25][cH:26][cH:27]3)[s:9][c:10]2[C:11](=[O:12])[c:13]2[n:14][cH:15][cH:16][cH:17][cH:18]2)[cH:3][cH:4][cH:5]1>>[o:1]1[c:2](-[c:6]2[n:7][c:8]([NH:19][C:20](=[O:21])[c:22]3[cH:23][c:24](=[O:28])[nH:25][cH:26][cH:27]3)[s:9][c:10]2[C:11](=[O:12])[c:13]2[n:14][cH:15][cH:16][cH:17][cH:18]2)[cH:3][cH:4][cH:5]1. The reactants are Nc1cc(Br)cnc1Br, O=S(=O)(Cl)c1ccc(Oc2ccc(Cl)cc2)cc1, ClCCl, c1ccncc1. Product: O=S(=O)(Nc1cc(Br)cnc1Br)c1ccc(Oc2ccc(Cl)cc2)cc1. RXN SMILES: [Br:1][c:2]1[n:3][cH:4][c:5]([Br:9])[cH:6][c:7]1[NH2:8].[Cl:10][c:11]1[cH:12][cH:13][c:14]([O:15][c:16]2[cH:17][cH:18][c:19]([S:22](=[O:23])(=[O:24])[Cl:25])[cH:20][cH:21]2)[cH:26][cH:27]1.[Cl:34][CH2:35][Cl:36].[cH:28]1[cH:29][cH:30][n:31][cH:32][cH:33]1>>[Br:1][c:2]1[n:3][cH:4][c:5]([Br:9])[cH:6][c:7]1[NH:8][S:22]([c:19]1[cH:18][cH:17][c:16]([O:15][c:14]2[cH:13][cH:12][c:11]([Cl:10])[cH:27][cH:26]2)[cH:21][cH:20]1)(=[O:23])=[O:24]. Product: BrCC1=CC=C(C=C1)N1C(C(=NC=C1)C)=O (1-(4-Bromomethyl-phenyl)-3-methyl-1H-pyrazin-2-one). Run in CCOC(=O)C (EtOAc), C(Cl)Cl (CH2Cl2). As a reaction SMILES: [CH3:1][C:2]1[C:3](=[O:29])[N:4]([C:8]2[CH:28]=[CH:27][C:11]([CH2:12]N3C(CC4C=CC(C#N)=CC=4)=CN=C3)=[CH:10][CH:9]=2)[CH:5]=[CH:6][N:7]=1.C1C(=O)N([Br:37])C(=O)C1.S(C)C.O>C(Cl)Cl.CCOC(C)=O>[Br:37][CH2:12][C:11]1[CH:27]=[CH:28][C:8]([N:4]2[CH:5]=[CH:6][N:7]=[C:2]([CH3:1])[C:3]2=[O:29])=[CH:9][CH:10]=1. Starting materials: alcohol, C1CC(=O)N(C1=O)Br (NBS), S(C)C (Me2S), CC=1C(N(C=CN1)C1=CC=C(CN2C=NC=C2CC2=CC=C(C#N)C=C2)C=C1)=O (4-{3-[4-(3-Methyl-2-oxo-2-H-pyrazin-1-yl)-benzyl]-3-H-imidazol-4-ylmethyl}-benzonitrile), alcohol, O (H2O). Run at time 8 hour. Procedure details: The pyrazinone intermediate from Step 3 (430 mg, 1.99 mmol) was dissolved in CH2Cl2 and added to a yellow suspension of NBS (531 mg, 2.98 mmol) and Me2S (0.248 mL, 3.38 mmol) at -20°. The sulfoxium salt was formed at 0° then cooled to -20° before the addition of alcohol. After addition of the alcohol, the reaction mixture was stirred at 0° for several hours and then the cooling bath was allowed to expire overnight. The light brown solution was poured into H2O and extracted with CHCl3 (3×). The o...